From a dataset of the Open Reaction Database (ORD), a public repository of structured organic reaction records. describe an organic reaction: reactants, conditions, products, and yield Starting materials: Cl.C(C)(C)(C)C1=CC(=C(C=N1)C=1N([C@]([C@](N1)(C)C1=CC=C(C=C1)Cl)(C)C1=CC=C(C=C1)Cl)C(=O)N1CCN(CC1)CC(=O)O)OCC ({4-[(4S,5R)-2-(6-tert-Butyl-4-ethoxy-pyridin-3-yl)-4,5-bis-(4-chloro-phenyl)-4,5-dimethyl-4,5-dihydro-imidazole-1-carbonyl]-piperazin-1-yl}-acetic acid hydrochloride), COC1=NC=CC=C1N (2-methoxy-pyridin-3-ylamine). The product is C(C)(C)(C)C1=CC(=C(C=N1)C=1N([C@]([C@](N1)(C)C1=CC=C(C=C1)Cl)(C)C1=CC=C(C=C1)Cl)C(=O)N1CCN(CC1)CC(=O)NC=1C(=NC=CC1)OC)OCC (2-{4-[(4S,5R)-2-(6-tert-Butyl-4-ethoxy-pyridin-3-yl)-4,5-bis-(4-chloro-phenyl)-4,5-dimethyl-4,5-dihydro-imidazole-1-carbonyl]-piperazin-1-yl}-N-(2-methoxy-pyridin-3-yl)-acetamide). RXN SMILES: Cl.[C:2]([C:6]1[N:11]=[CH:10][C:9]([C:12]2[N:13]([C:33]([N:35]3[CH2:40][CH2:39][N:38]([CH2:41][C:42](O)=[O:43])[CH2:37][CH2:36]3)=[O:34])[C@@:14]([C:26]3[CH:31]=[CH:30][C:29]([Cl:32])=[CH:28][CH:27]=3)([CH3:25])[C@@:15]([C:18]3[CH:23]=[CH:22][C:21]([Cl:24])=[CH:20][CH:19]=3)([CH3:17])[N:16]=2)=[C:8]([O:45][CH2:46][CH3:47])[CH:7]=1)([CH3:5])([CH3:4])[CH3:3].[CH3:48][O:49][C:50]1[C:55]([NH2:56])=[CH:54][CH:53]=[CH:52][N:51]=1>>[C:2]([C:6]1[N:11]=[CH:10][C:9]([C:12]2[N:13]([C:33]([N:35]3[CH2:36][CH2:37][N:38]([CH2:41][C:42]([NH:56][C:55]4[C:50]([O:49][CH3:48])=[N:51][CH:52]=[CH:53][CH:54]=4)=[O:43])[CH2:39][CH2:40]3)=[O:34])[C@@:14]([C:26]3[CH:31]=[CH:30][C:29]([Cl:32])=[CH:28][CH:27]=3)([CH3:25])[C@@:15]([C:18]3[CH:19]=[CH:20][C:21]([Cl:24])=[CH:22][CH:23]=3)([CH3:17])[N:16]=2)=[C:8]([O:45][CH2:46][CH3:47])[CH:7]=1)([CH3:3])([CH3:4])[CH3:5] |f:0.1|. Procedure details: In a manner analogous to the method described in examples 99, {4-[(4S,5R)-2-(6-tert-butyl-4-ethoxy-pyridin-3-yl)-4,5-bis-(4-chloro-phenyl)-4,5-dimethyl-4,5-dihydro-imidazole-1-carbonyl]-piperazin-1-yl}-acetic acid hydrochloride (example 94) was coupled with 2-methoxy-pyridin-3-ylamine (Fluorochem) to give the title compound. HR-MS (ES, m/z) calculated for C41H48Cl2N7O4 [(M+H)+] 772.314, observed 772.3138. Starting materials: C(C)(=O)O[C@@H]1CC2=C[C@H]([C@H]3[C@@H]4CC[C@H](C(C)C5OCC(CO5)(C)C)[C@]4(CC[C@@H]3[C@]2([C@@H]2[C@H]1O2)C)C)O (20-(5,5-dimethyl-1,3-dioxan-2-yl)-1α,2α-epoxy-7α-hydroxypregn-5-en-3β-yl acetate), C(C)(=O)OCC.CCCCCC (ethyl acetate hexane), CN=C=O (methyl isocyanate). The reagents and catalysts are N1=CC=CC=C1 (pyridine). The solvent is C1(=CC=CC=C1)C (toluene), ice water. Run at temperature 60 celsius, time 30 minute. Yields the product C(C)(=O)O[C@@H]1CC2=C[C@H]([C@H]3[C@@H]4CC[C@H](C(C)C5OCC(CO5)(C)C)[C@]4(CC[C@@H]3[C@]2([C@@H]2[C@H]1O2)C)C)OC(NC)=O (20-(5,5-dimethyl-1,3-dioxan-2-yl)-1α,2α-epoxy-7α-(N-methylcarbamoyloxy)pregn-5-en-3β-yl acetate). Yield: 64.1%. RXN SMILES: [C:1]([O:4][C@H:5]1[C@@H:31]2[O:32][C@@H:30]2[C@@:29]2([CH3:33])[C:7](=[CH:8][C@@H:9]([OH:35])[C@@H:10]3[C@@H:28]2[CH2:27][CH2:26][C@@:25]2([CH3:34])[C@H:11]3[CH2:12][CH2:13][C@@H:14]2[CH:15]([CH:17]2[O:22][CH2:21][C:20]([CH3:24])([CH3:23])[CH2:19][O:18]2)[CH3:16])[CH2:6]1)(=[O:3])[CH3:2].[CH3:36][N:37]=[C:38]=[O:39].C(OCC)(=O)C.CCCCCC>C1(C)C=CC=CC=1.N1C=CC=CC=1>[C:1]([O:4][C@H:5]1[C@@H:31]2[O:32][C@@H:30]2[C@@:29]2([CH3:33])[C:7](=[CH:8][C@@H:9]([O:35][C:38](=[O:39])[NH:37][CH3:36])[C@@H:10]3[C@@H:28]2[CH2:27][CH2:26][C@@:25]2([CH3:34])[C@H:11]3[CH2:12][CH2:13][C@@H:14]2[CH:15]([CH:17]2[O:18][CH2:19][C:20]([CH3:23])([CH3:24])[CH2:21][O:22]2)[CH3:16])[CH2:6]1)(=[O:3])[CH3:2] |f:2.3|. Procedure: In 5 ml of toluene was dissolved 49.0 mg (0.1 mmole) of 20-(5,5-dimethyl-1,3-dioxan-2-yl)-1α,2α-epoxy-7α-hydroxypregn-5-en-3β-yl acetate, followed by addition of one drop of pyridine. Then, 0.1 ml (1.7 mmoles) of methyl isocyanate was added at a temperature of 0° C. and the mixture was stirred at a temperature of 60° C. for 30 minutes. The reaction mixture thus obtained was cooled to room temperature, poured in ice-water, and extracted 3 times with 20 ml portions of methylene chloride. The extra... Starting materials: FC1=C(N)C=CC=C1 (2-Fluoroaniline), S(O)(O)(=O)=O (sulphuric acid), ice water. Conditions: temperature 190 celsius, time 15 minute. Product: FC1=C(N)C=CC(=C1)S(=O)(=O)O (2-fluoro-4-sulphoaniline). As a reaction SMILES: [F:1][C:2]1[CH:8]=[CH:7][CH:6]=[CH:5][C:3]=1[NH2:4].[S:9](=O)(=[O:12])([OH:11])[OH:10]>>[F:1][C:2]1[CH:8]=[C:7]([S:9]([OH:12])(=[O:11])=[O:10])[CH:6]=[CH:5][C:3]=1[NH2:4]. Procedure details: 2-Fluoroaniline (40 g, 0.36 mol) was added dropwise to a stirred solution of concentrated sulphuric acid (60 ml) and the mixture heated to 190° C. for 15 h. The reaction mixture was then cooled to room temperature and poured slowly onto a stirred solution of ice-water. After stirring for 15 mins the mixture was filtered to yield a solid, 2-fluoro-4-sulphoaniline (41 g). NMR: 7.05 (t, 1H), 7.20-7.30 (m, 2H), 8.1 (br s, 3H); MS: 190 (M−H)−. The 2-fluoro-4-sulphoaniline (41 g) was dissolved in acet... The reactants are O=C(Cl)C(=O)Cl, ClCCl, O=C(O)CCc1ccc(F)c(F)c1, CN(C)C=O. Product: O=C1CCc2cc(F)c(F)cc21. Reaction SMILES: [Cl:1][C:2]([C:3]([Cl:4])=[O:5])=[O:6].[Cl:25][CH2:26][Cl:27].[F:12][c:13]1[cH:14][c:15]([CH2:16][CH2:17][C:18](=[O:19])[OH:20])[cH:21][cH:22][c:23]1[F:24].[O:7]=[CH:8][N:9]([CH3:10])[CH3:11]>>[F:12][c:13]1[cH:14][c:15]2[c:21]([cH:22][c:23]1[F:24])[C:18](=[O:20])[CH2:17][CH2:16]2. Reactants: CC(C)NCC1CCNC1, CC#N, CCn1cc(C(=O)O)c(=O)c2cc(F)c(Cl)nc21. The product is CCn1cc(C(=O)O)c(=O)c2cc(F)c(N3CCC(CNC(C)C)C3)nc21. RXN SMILES: [CH3:19][CH:20]([CH3:21])[NH:22][CH2:23][CH:24]1[CH2:25][NH:26][CH2:27][CH2:28]1.[CH3:29][C:30]#[N:31].[Cl:1][c:2]1[c:3]([F:18])[cH:4][c:5]2[c:6](=[O:17])[c:7]([C:14](=[O:15])[OH:16])[cH:8][n:9]([CH2:12][CH3:13])[c:10]2[n:11]1>>[c:2]1([N:26]2[CH2:25][CH:24]([CH2:23][NH:22][CH:20]([CH3:19])[CH3:21])[CH2:28][CH2:27]2)[c:3]([F:18])[cH:4][c:5]2[c:6](=[O:17])[c:7]([C:14](=[O:15])[OH:16])[cH:8][n:9]([CH2:12][CH3:13])[c:10]2[n:11]1. Reactants: OC1=C(C=C(C(=O)OC)C=C1)N1C=CC=C1 (methyl 4-hydroxy-3-(pyrrol-1-yl)benzoate), CC(=O)C (acetone), C1(=CC=C(C=C1)S(=O)(=O)O)C (p-toluenesulfonic acid). Run in C1(=CC=CC=C1)C (toluene). Product: COC(=O)C=1C=CC2=C(N3C(C(O2)(C)C)=CC=C3)C1 (8-methoxycarbonyl-4,4-dimethyl-4H-pyrrolo[2,1-c][1,4]-benzoxazine). Reaction SMILES: [OH:1][C:2]1[CH:11]=[CH:10][C:5]([C:6]([O:8][CH3:9])=[O:7])=[CH:4][C:3]=1[N:12]1[CH:16]=[CH:15][CH:14]=[CH:13]1.[CH3:17][C:18]([CH3:20])=O.C1(C)C=CC(S(O)(=O)=O)=CC=1>C1(C)C=CC=CC=1>[CH3:9][O:8][C:6]([C:5]1[CH:10]=[CH:11][C:2]2[O:1][C:18]([CH3:20])([CH3:17])[C:13]3=[CH:14][CH:15]=[CH:16][N:12]3[C:3]=2[CH:4]=1)=[O:7]. Procedure details: The mixture of methyl 4-hydroxy-3-(pyrrol-1-yl)benzoate (4.0 g), acetone (40 ml) and p-toluenesulfonic acid (0.8 g) in toluene (80 ml) was heated under reflux for 15 hours under stirring. The solvent was removed by evaporation and to the residue was added a mixture of ethyl acetate and water. The mixture was adjusted to pH 8 with potassium carbonate and the separated organic layer was washed with brine, dried over magnesium sulfate and evaporated in vacuo. The residue was purified by column chro...